The task is: describe an organic reaction: reactants, conditions, products, and yield. This data is from the Open Reaction Database (ORD), a public repository of structured organic reaction records. Starting materials: CC(Oc1ccc(C(F)(F)F)cn1)C1CNCC1c1ccc(Cl)c(Cl)c1, O=C(OC(Cl)(Cl)Cl)OC(Cl)(Cl)Cl, ClCCl, c1ccncc1. The product is CC(Oc1ccc(C(F)(F)F)cn1)C1CN(C(=O)Cl)CC1c1ccc(Cl)c(Cl)c1. RXN SMILES: [Cl:13][c:14]1[cH:15][c:16]([CH:21]2[CH:22]([CH:26]([CH3:27])[O:28][c:29]3[n:30][cH:31][c:32]([C:35]([F:36])([F:37])[F:38])[cH:33][cH:34]3)[CH2:23][NH:24][CH2:25]2)[cH:17][cH:18][c:19]1[Cl:20].[Cl:1][C:2]([Cl:3])([O:4][C:5]([O:6][C:7]([Cl:9])([Cl:10])[Cl:11])=[O:8])[Cl:12].[Cl:45][CH2:46][Cl:47].[cH:39]1[cH:40][cH:41][n:42][cH:43][cH:44]1>>[O:6]=[C:7]([Cl:10])[N:24]1[CH2:23][CH:22]([CH:26]([CH3:27])[O:28][c:29]2[n:30][cH:31][c:32]([C:35]([F:36])([F:37])[F:38])[cH:33][cH:34]2)[CH:21]([c:16]2[cH:15][c:14]([Cl:13])[c:19]([Cl:20])[cH:18][cH:17]2)[CH2:25]1. The reactants are C(C)OC(C)OC1(C(=CC=C(CCC=C(CCC=C(C1)C)C)C)C(C)C)C#N (1-(1-ethoxyethoxy)-2-(1-methylethyl)-5,9,13-trimethyl-2,4,8,12-cyclotetradecatetraene -1-carbonitrile), [Cl-].[Na+] (sodium chloride). Run in CO (methanol). Reaction conditions: time 1 hour. Yields the product CC(C)C=1C(CC(=CCCC(=CCCC(=CC1)C)C)C)C#N (2-(1-methylethyl)-5,9,13-trimethyl-2,4,8,12-cyclotetradecatetraene-1-carbonitrile). Yield: 57.6%. RXN SMILES: C(OC(O[C:7]1([C:27]#[N:28])[CH2:20][C:19]([CH3:21])=[CH:18][CH2:17][CH2:16][C:15]([CH3:22])=[CH:14][CH2:13][CH2:12][C:11]([CH3:23])=[CH:10][CH:9]=[C:8]1[CH:24]([CH3:26])[CH3:25])C)C.[Cl-].[Na+]>CO>[CH3:26][CH:24]([C:8]1[CH:7]([C:27]#[N:28])[CH2:20][C:19]([CH3:21])=[CH:18][CH2:17][CH2:16][C:15]([CH3:22])=[CH:14][CH2:13][CH2:12][C:11]([CH3:23])=[CH:10][CH:9]=1)[CH3:25] |f:1.2|. Procedure details: A solution of 1-(1-ethoxyethoxy)-2-(1-methylethyl)-5,9,13-trimethyl-2,4,8,12-cyclotetradecatetraene -1-carbonitrile (31.8 mg, 0.08 mmol) prepared in Example 1 in methanol (3 ml) is stirred on an ice-water bath and thereto is added a very small amount of paratoluenesulfonic acid. After stirring the mixture at this temperature for 1 hour, a saturated aqueous sodium chloride solution (3 ml) is added and the mixture is extracted with ether (10 ml ×2). The solvent is removed by distillation under red... Reactants: S(=O)(Cl)Cl (thionyl chloride), FC(C(=O)O)(F)F (trifluoroacetic acid), CC(C)C (isobutane), CS(=O)(=O)O (methanesulfonic acid), CS(=O)(=O)O.C(#N)C=1NCCNC1 (2-cyano-1,4,5,6-tetrahydropyrazine methanesulfonic acid salt), C(C)(=O)[O-].[Na+] (sodium acetate). The solvent is ClCCl (dichloromethane). Conditions: temperature 20 celsius, time 2 hour. Yields the product C(C)(C)(C)NC(=O)C=1N(CCNC1)C(C(F)(F)F)=O (1-Trifluoroacetyl-1,4,5,6-tetrahydropyrazine-2-carboxylic acid tert-butylamide). As a reaction SMILES: [F:1][C:2]([F:7])([F:6])[C:3](O)=[O:4].CS(O)(=O)=O.CS(O)(=O)=O.[C:18]([C:20]1[NH:21][CH2:22][CH2:23][NH:24][CH:25]=1)#[N:19].[CH3:26][CH:27]([CH3:29])[CH3:28].S(Cl)(Cl)=[O:31].C([O-])(=O)C.[Na+]>ClCCl>[C:27]([NH:19][C:18]([C:20]1[N:21]([C:3](=[O:4])[C:2]([F:7])([F:6])[F:1])[CH2:22][CH2:23][NH:24][CH:25]=1)=[O:31])([CH3:29])([CH3:28])[CH3:26] |f:2.3,6.7|. Reported procedure: 50 ml of trifluoroacetic acid was placed in a 500 ml flask under argon. 12.5 g of methanesulfonic acid was added dropwise at 21° C. and 20 g of 2-cyano-1,4,5,6-tetrahydropyrazine methanesulfonic acid salt (97 mmol) was then added in portions, a slight exothermicity being observed. 10 g (178 mmol) of isobutane was then introduced over 1 hour at 20° C. The reaction mixture was stirred for a further 2 hours at 20° C., 13.3 g (111 mmol) of thionyl chloride was then added dropwise at this temperature... Reactants: ClC=1N=NC(=CC1)Cl (3,6-dichloropyridazine), P(C(C)(C)C)(C(C)(C)C)C(C)(C)C (P(tBu)3), [F-].[K+] (KF), FC1=C(C=CC(=C1)C)B(O)O (2-fluoro-4-methylbenzeneboronic acid). Reagents/catalysts: C=1C=CC(=CC1)/C=C/C(=O)/C=C/C2=CC=CC=C2.C=1C=CC(=CC1)/C=C/C(=O)/C=C/C2=CC=CC=C2.C=1C=CC(=CC1)/C=C/C(=O)/C=C/C2=CC=CC=C2.[Pd].[Pd] (Pd2(dba)3). The solvent is O1CCOCC1 (1,4-dioxane), O1CCOCC1 (1,4-dioxane). Conditions: temperature 120 celsius. The product is ClC=1N=NC(=CC1)C1=C(C=C(C=C1)C)F (3-Chloro-6-(2-fluoro-4-methyl-phenyl)-pyridazine). As a reaction SMILES: [Cl:1][C:2]1[N:3]=[N:4][C:5](Cl)=[CH:6][CH:7]=1.P(C(C)(C)C)(C(C)(C)C)C(C)(C)C.[F-].[K+].[F:24][C:25]1[CH:30]=[C:29]([CH3:31])[CH:28]=[CH:27][C:26]=1B(O)O>O1CCOCC1.C1C=CC(/C=C/C(/C=C/C2C=CC=CC=2)=O)=CC=1.C1C=CC(/C=C/C(/C=C/C2C=CC=CC=2)=O)=CC=1.C1C=CC(/C=C/C(/C=C/C2C=CC=CC=2)=O)=CC=1.[Pd].[Pd]>[Cl:1][C:2]1[N:3]=[N:4][C:5]([C:26]2[CH:27]=[CH:28][C:29]([CH3:31])=[CH:30][C:25]=2[F:24])=[CH:6][CH:7]=1 |f:2.3,6.7.8.9.10|. Procedure details: To a solution of 3,6-dichloropyridazine (2.0 g, 13.42 mmole) in 1,4-dioxane (20 ml) are added Pd2(dba)3 (0.21 g, 0.2 mmole), P(tBu)3 (0.122 g, 0.6 mmole) in 1,4-dioxane (1 ml), KF (2.57 g, 44.3 mmole) and 2-fluoro-4-methylbenzeneboronic acid (step 31.1, 2.68 g, 17.45 mmole). The resulting mixture is heated at 120° C. for 48 h. The reaction mixture is filtered through celite and washed pad with EtOAc. The filtrate is washed with H2O, dried over MgSO4 (anhydrous) and evaporated under reduced press... Starting materials: N(=[N+]=[N-])C1=CC=NC2=CC(=CC=C12)CN1C(CN(CC1)S(=O)(=O)C1=CC2=C(S1)C=C(C=C2)Cl)=O (1-(4-azidoquinolin-7-ylmethyl)-4-(6-chlorobenzo[b]thiophen-2-sulfonyl)-piperazin-2-one). Reagents/catalysts: [Pd] (Pd/C). The solvent is C(C)(=O)O.CO (acetic acid methanol). Run at time 1.5 hour. Product: NC1=CC=NC2=CC(=CC=C12)CN1C(CN(CC1)S(=O)(=O)C1=CC2=C(S1)C=C(C=C2)Cl)=O (1-(4-Aminoquinolin-7-ylmethyl)-4-(6-chlorobenzo[b]thiophen-2-sulfonyl)-piperazin-2-one). Yield: 82.7%. RXN SMILES: [N:1]([C:4]1[C:13]2[C:8](=[CH:9][C:10]([CH2:14][N:15]3[CH2:20][CH2:19][N:18]([S:21]([C:24]4[S:28][C:27]5[CH:29]=[C:30]([Cl:33])[CH:31]=[CH:32][C:26]=5[CH:25]=4)(=[O:23])=[O:22])[CH2:17][C:16]3=[O:34])=[CH:11][CH:12]=2)[N:7]=[CH:6][CH:5]=1)=[N+]=[N-]>C(O)(=O)C.CO.[Pd]>[NH2:1][C:4]1[C:13]2[C:8](=[CH:9][C:10]([CH2:14][N:15]3[CH2:20][CH2:19][N:18]([S:21]([C:24]4[S:28][C:27]5[CH:29]=[C:30]([Cl:33])[CH:31]=[CH:32][C:26]=5[CH:25]=4)(=[O:22])=[O:23])[CH2:17][C:16]3=[O:34])=[CH:11][CH:12]=2)[N:7]=[CH:6][CH:5]=1 |f:1.2|. Procedure: A suspension of 1-(4-azidoquinolin-7-ylmethyl)-4-(6-chlorobenzo[b]thiophen-2-sulfonyl)-piperazin-2-one (0.50 g, 1.04 mmol) in 100 mL of acetic acid/methanol (˜1:10) is treated with 10% Pd/C (0.15 g) and stirred under hydrogen for 1.5 hours. The resulting solution is filtered through Celite and the filtrate is evaporated in vacuo. The organic layer is concentrated and the residue is purified by reverse phase HPLC (gradient elution of 30% of 0.1% aqueous TFA/acetonitrile to 100% acetonitrile) and ... Starting materials: [Al+3], [Cl-], [Cl-], [Cl-], COc1cc2sc(C(=O)N3CCOCC3)c(Cl)c2cc1OC, ClCCl, Cl. The product is COc1cc2c(Cl)c(C(=O)N3CCOCC3)sc2cc1O. RXN SMILES: [Al+3:24].[Cl-:23].[Cl-:25].[Cl-:26].[Cl:1][c:2]1[c:3]2[c:4]([s:5][c:6]1[C:7](=[O:8])[N:9]1[CH2:10][CH2:11][O:12][CH2:13][CH2:14]1)[cH:15][c:16]([O:21][CH3:22])[c:17]([O:19][CH3:20])[cH:18]2.[Cl:28][CH2:29][Cl:30].[ClH:27]>>[Cl:1][c:2]1[c:3]2[c:4]([s:5][c:6]1[C:7](=[O:8])[N:9]1[CH2:10][CH2:11][O:12][CH2:13][CH2:14]1)[cH:15][c:16]([OH:21])[c:17]([O:19][CH3:20])[cH:18]2. The reactants are O=c1[nH]sc2cc(Cl)ccc12, O=C=NC1CCCCC1. The product is O=C(NC1CCCCC1)n1sc2cc(Cl)ccc2c1=O. RXN SMILES: [Cl:1][c:2]1[cH:3][c:4]2[c:5]([c:6](=[O:9])[nH:7][s:8]2)[cH:10][cH:11]1.[O:12]=[C:13]=[N:14][CH:15]1[CH2:16][CH2:17][CH2:18][CH2:19][CH2:20]1>>[Cl:1][c:2]1[cH:3][c:4]2[c:5]([c:6](=[O:9])[n:7]([C:13](=[O:12])[NH:14][CH:15]3[CH2:16][CH2:17][CH2:18][CH2:19][CH2:20]3)[s:8]2)[cH:10][cH:11]1.